Task: describe an organic reaction: reactants, conditions, products, and yield. Dataset: the Open Reaction Database (ORD), a public repository of structured organic reaction records Reactants: Cl (hydrochloric acid), C(C)OC1=NN(C=C1CCC(=O)OCC)CC1=CC(=C(C=C1)OC)OCC=1N=C(OC1C)C1=CC=CC=C1 (ethyl 3-[3-ethoxy-1-[4-methoxy-3-(5-methyl-2-phenyl-4-oxazolylmethoxy)benzyl]-1H-pyrazol-4-yl]propionate), [OH-].[Na+] (sodium hydroxide), O1CCCC1 (tetrahydrofuran). The solvent is C(C)O (ethanol). Run at time 3 hour. Product: C(C)OC1=NN(C=C1CCC(=O)O)CC1=CC(=C(C=C1)OC)OCC=1N=C(OC1C)C1=CC=CC=C1 (3-[3-ethoxy-1-[4-methoxy-3-(5-methyl-2-phenyl-4-oxazolylmethoxy)benzyl]-1H-pyrazol-4-yl]propionic acid). Yield: 92.0%. Reaction SMILES: [CH2:1]([O:3][C:4]1[C:8]([CH2:9][CH2:10][C:11]([O:13]CC)=[O:12])=[CH:7][N:6]([CH2:16][C:17]2[CH:22]=[CH:21][C:20]([O:23][CH3:24])=[C:19]([O:25][CH2:26][C:27]3[N:28]=[C:29]([C:33]4[CH:38]=[CH:37][CH:36]=[CH:35][CH:34]=4)[O:30][C:31]=3[CH3:32])[CH:18]=2)[N:5]=1)[CH3:2].[OH-].[Na+].O1CCCC1.Cl>C(O)C>[CH2:1]([O:3][C:4]1[C:8]([CH2:9][CH2:10][C:11]([OH:13])=[O:12])=[CH:7][N:6]([CH2:16][C:17]2[CH:22]=[CH:21][C:20]([O:23][CH3:24])=[C:19]([O:25][CH2:26][C:27]3[N:28]=[C:29]([C:33]4[CH:38]=[CH:37][CH:36]=[CH:35][CH:34]=4)[O:30][C:31]=3[CH3:32])[CH:18]=2)[N:5]=1)[CH3:2] |f:1.2|. Reported procedure: After a mixture of ethyl 3-[3-ethoxy-1-[4-methoxy-3-(5-methyl-2-phenyl-4-oxazolylmethoxy)benzyl]-1H-pyrazol-4-yl]propionate (572 mg), 1N aqueous sodium hydroxide solution (3 ml), tetrahydrofuran (6 ml) and ethanol (6 ml) was stirred at room temperature for 3 hours, 1N hydrochloric acid (3 ml) was added to the mixture, and then the mixture was extracted with ethyl acetate. The ethyl acetate layer was washed with saturated aqueous sodium chloride solution, dried (MgSO4) and concentrated. The resul...